From a dataset of the Open Reaction Database (ORD), a public repository of structured organic reaction records. describe an organic reaction: reactants, conditions, products, and yield Reactants: [H-].[Na+] (Sodium hydride), C([O-])(O)=O.[Na+] (sodium bicarbonate), FC(C=1C=C(C(=O)N2CCC3(C(NCN3C3=CC=CC=C3)=O)CC2)C=C(C1)C(F)(F)F)(F)F (8-(3,5-bis-trifluoromethyl-benzoyl)-1-phenyl-1,3,8-triaza-spiro[4.5]decan-4-one), Cl.ClCCN1CCOCC1 (4-(2-chloroethyl)morpholine hydrochloride). The solvent is CN1C(CCC1)=O (N-methyl-2-pyrrolidone). Run at temperature 100 celsius, time 1 hour. The product is FC(C=1C=C(C(=O)N2CCC3(C(N(CN3C3=CC=CC=C3)CCN3CCOCC3)=O)CC2)C=C(C1)C(F)(F)F)(F)F (8-(3,5-Bis-trifluoromethyl-benzoyl)-3-(2-morpholin-4-yl-ethyl)-1-phenyl-1,3,8-triaza-spiro[4.5]decan-4-one). The yield is 72.6%. RXN SMILES: [H-].[Na+].[F:3][C:4]([F:35])([F:34])[C:5]1[CH:6]=[C:7]([CH:27]=[C:28]([C:30]([F:33])([F:32])[F:31])[CH:29]=1)[C:8]([N:10]1[CH2:26][CH2:25][C:13]2([N:17]([C:18]3[CH:23]=[CH:22][CH:21]=[CH:20][CH:19]=3)[CH2:16][NH:15][C:14]2=[O:24])[CH2:12][CH2:11]1)=[O:9].Cl.Cl[CH2:38][CH2:39][N:40]1[CH2:45][CH2:44][O:43][CH2:42][CH2:41]1.C(=O)(O)[O-].[Na+]>CN1CCCC1=O>[F:35][C:4]([F:3])([F:34])[C:5]1[CH:6]=[C:7]([CH:27]=[C:28]([C:30]([F:33])([F:32])[F:31])[CH:29]=1)[C:8]([N:10]1[CH2:11][CH2:12][C:13]2([N:17]([C:18]3[CH:19]=[CH:20][CH:21]=[CH:22][CH:23]=3)[CH2:16][N:15]([CH2:38][CH2:39][N:40]3[CH2:45][CH2:44][O:43][CH2:42][CH2:41]3)[C:14]2=[O:24])[CH2:25][CH2:26]1)=[O:9] |f:0.1,3.4,5.6|. Reported procedure: Sodium hydride (34 mg, 60%) was suspended in N-methyl-2-pyrrolidone (2 mL) and 8-(3,5-bis-trifluoromethyl-benzoyl)-1-phenyl-1,3,8-triaza-spiro[4.5]decan-4-one (200 mg) was added with stirring. After 5 minutes stirring at room temperature 4-(2-chloroethyl)morpholine hydrochloride (79 mg) was added. The mixture was heated to 100° C. with stirring and kept for 1 h at that temperature. After cooling, saturated sodium bicarbonate solution was added and the mixture was extracted with ethylacetate. Org...